From a dataset of the Open Reaction Database (ORD), a public repository of structured organic reaction records. describe an organic reaction: reactants, conditions, products, and yield Reactants: CN(CCNC)C (N1,N1,N2-trimethylethane-1,2-diamine), O=C1NC2=CC=C(C=C2C1)S(=O)(=O)Cl (2-oxoindoline-5-sulfonyl chloride). The solvent is C1CCOC1 (THF). Run at time 3 hour. The product is CN(CCN(S(=O)(=O)C=1C=C2CC(NC2=CC1)=O)C)C (N-(2-(dimethylamino)ethyl)-N-methyl-2-oxoindoline-5-sulfonamide). RXN SMILES: [CH3:1][N:2]([CH3:7])[CH2:3][CH2:4][NH:5][CH3:6].[O:8]=[C:9]1[CH2:17][C:16]2[C:11](=[CH:12][CH:13]=[C:14]([S:18](Cl)(=[O:20])=[O:19])[CH:15]=2)[NH:10]1>C1COCC1>[CH3:1][N:2]([CH3:7])[CH2:3][CH2:4][N:5]([CH3:6])[S:18]([C:14]1[CH:15]=[C:16]2[C:11](=[CH:12][CH:13]=1)[NH:10][C:9](=[O:8])[CH2:17]2)(=[O:19])=[O:20]. Procedure details: To a solution of N1,N1,N2-trimethylethane-1,2-diamine (26 uL, 0.20 mmol) in THF (2 mL) was added 2-oxoindoline-5-sulfonyl chloride (30 mg, 0.130 mmol) and the reaction stirred for 3 hours. The solvent was removed and the crude material used for the next step. MS ESI 298.0 [M+H]+, calcd for [C13H19N3O3S+H]+ 298.12. The reactants are NC1=CC=CC=C1 (aniline), C(CCC(=O)O)(=O)Cl (succinic acid monochloride), S(O)(O)(=O)=O (sulfuric acid). The solvent is C(C)#N (acetonitrile). Conditions: time 30 minute. The product is C1(=CC=CC=C1)NC(CCC(=O)O)=O (N-phenylsuccinamic acid). Isolated yield 63.6%. As a reaction SMILES: [C:1](Cl)(=[O:7])[CH2:2][CH2:3][C:4]([OH:6])=[O:5].[NH2:9][C:10]1[CH:15]=[CH:14][CH:13]=[CH:12][CH:11]=1.S(=O)(=O)(O)O>C(#N)C>[C:10]1([NH:9][C:1](=[O:7])[CH2:2][CH2:3][C:4]([OH:6])=[O:5])[CH:15]=[CH:14][CH:13]=[CH:12][CH:11]=1. Reported procedure: 100 mg of succinic acid monochloride are dissolved in 2 ml of anhydrous acetonitrile. 1.5 equivalents of aniline (102 mg) are added at room temperature and the reaction mixture is kept stirred for 30 minutes. 100 ml of 0.005M sulfuric acid are then added and the solution is extracted with ethyl ether (3×3 ml). The ether phases are combined and washed with water to neutrality and then dried over anhydrous MgSO4. The ether is then filtered and evaporated under reduced pressure to give 90 mg of N-p... Reactants: C-3 substituted 4-hydroxycoumarins, OC1=CC(OC2=CC=CC=C12)=O (4-hydroxycoumarin), aromatic aldehyde. Run in C(C)N(CC)CC (triethylamine), C(=O)O (formic acid). The product is C(C1=CC=CC=C1)C=1C(OC2=CC=CC=C2C1O)=O (3-benzyl-4-hydroxycoumarin). RXN SMILES: [OH:1][C:2]1[C:11]2[C:6](=[CH:7][CH:8]=[CH:9][CH:10]=2)[O:5][C:4](=[O:12])[CH:3]=1>C(N(CC)CC)C.C(O)=O>[CH2:2]([C:3]1[C:4](=[O:12])[O:5][C:6]2[C:11]([C:2]=1[OH:1])=[CH:10][CH:9]=[CH:8][CH:7]=2)[C:11]1[CH:6]=[CH:7][CH:8]=[CH:9][CH:10]=1. Procedure: Scheme 2 provides an alternative synthesis of C-3 substituted 4-hydroxycoumarins when R1 is aryl groups. 4-hydroxycoumarin and an aromatic aldehyde can be heated in a mixture of triethylamine and formic acid (2:5 molar ratio) to give 3-benzyl-4-hydroxycoumarin, which was in turn treated with 2.2 eq. of BuLi and quenched with carbon dioxide to give coumarin substituted phenyl-acetic acid. Corresponding esters can be obtained by treating the acid with various alcohols in the presence of concentrat...